Dataset: the Open Reaction Database (ORD), a public repository of structured organic reaction records. Task: describe an organic reaction: reactants, conditions, products, and yield The reactants are CC1=CC[C@H]2C[C@@H]1C2(C)C ((−)-α-pinene), carbonyl, [BH4-].[Na+] (sodium borohydride), S(=O)([O-])[O-].[Na+].[Na+] (sodium sulphite), alcohols PINOCARVEOL, CC1=CC(C2CC1C2(C)C)O (VERBENOL), CC1=CC(=O)[C@@H]2C[C@H]1C2(C)C (VERBENONE). Run in CO (methanol), C(C)(=O)O (acetic acid), C(C)O (ethanol), CO (methanol), C(C)(=O)O (acetic acid). Run at temperature 30 celsius. Product: CC1=CC([C@@H]2C([C@H]1C2)(C)C)=O ((1S,5S)-4,6,6-Trimethylbicyclo[3.1.1]hept-3-en-2-one). Yield: 16.6%. RXN SMILES: CC1[C@H]2C(C)(C)[C@H](C2)CC=1.S([O-])([O-])=O.[Na+].[Na+].[CH3:17][C:18]1[CH:23]2[C:24]([CH3:26])([CH3:25])[CH:21]([CH2:22]2)[CH:20]([OH:27])[CH:19]=1.CC1[C@@H]2C(C)(C)[C@@H](C2)C(=O)C=1.[BH4-].[Na+]>C(O)C.C(O)(=O)C.CO>[CH3:17][C:18]1[C@@H:23]2[CH2:22][C@@H:21]([C:24]2([CH3:26])[CH3:25])[C:20](=[O:27])[CH:19]=1 |f:1.2.3,6.7|. Procedure: (−)-α-pinene (136.2 g, 1 mole) was oxidised by bubbling in O2 in the presence of cobalt stearate (0.5 g), which is added portionwise, maintaining the temperature at approximately 5-55° C., for at least 50-60 hours. When the reaction was complete, the peroxide index was approximately 27-29%. After cooling to room temperature, the excess of peroxides was decomposed by adding to the reaction mixture an equal quantity of a hot aqueous solution (˜50° C.) of 5% ferrous sulphate and 1% sulphuric acid; ... Product: FC1=CC=C(C=C1)C#CC1=CC=C(C=C1)F (Bis(4-Fluorophenyl)Ethyne). Reagents/catalysts: dichlorobis(triphenylphosphine)palladium[II], C1(=CC=CC=C1)P(C1=CC=CC=C1)C1=CC=CC=C1 (triphenylphosphine). The solvent is C(C)N(CC)CC (triethylamine). Reactants: C(#C)C1=CC=C(C=C1)F (1-ethynyl-4-fluorobenzene), FC1=CC=C(C=C1)I (1-fluoro-4-iodobenzene), copper[I] iodide. The yield is 93.7%. As a reaction SMILES: [C:1]([C:3]1[CH:8]=[CH:7][C:6]([F:9])=[CH:5][CH:4]=1)#[CH:2].[F:10][C:11]1[CH:16]=[CH:15][C:14](I)=[CH:13][CH:12]=1>C1(P(C2C=CC=CC=2)C2C=CC=CC=2)C=CC=CC=1.C(N(CC)CC)C>[F:9][C:6]1[CH:7]=[CH:8][C:3]([C:1]#[C:2][C:14]2[CH:15]=[CH:16][C:11]([F:10])=[CH:12][CH:13]=2)=[CH:4][CH:5]=1. Procedure: A 2-Liter 4-neck round-bottom flask, equipped with an overhead mechanical stirrer, a nitrogen inlet, a condenser, placed inside a heating mantle, was charged with 1-ethynyl-4-fluorobenzene (500 g, 4.165 Mol), 1-fluoro-4-iodobenzene (715 g, 3.23 Mol), 22.5 g of dichlorobis(triphenylphosphine)palladium[II] catalyst, 6 g of copper[I] iodide, 8 g of triphenylphosphine, and 800 mL of anhydrous triethylamine. This was heated to reflux (~88° C. ) with stirring. Heating continued for 1 hour after which ... Run at time 1 hour.